Dataset: the Open Reaction Database (ORD), a public repository of structured organic reaction records. Task: describe an organic reaction: reactants, conditions, products, and yield Reactants: CC1=C2N(C(C(=C1)C(=O)C1=NC=NC=C1)=O)C1(NC2=O)CCCCC1 (8′-methyl-6′-(pyrimidine-4-carbonyl)-2′H-spiro[cyclohexane-1,3′-imidazo[1,5-a]pyridine]-1′,5′-dione), O.NN (hydrazine hydrate). Solvent: C(C)O (ethanol), C(C)(=O)O (acetic acid), O (water). Reaction conditions: temperature 80 celsius, time 8 hour. Product: N(N)=C(C1=CC(=C2N(C1=O)C1(NC2=O)CCCCC1)C)C1=NC=NC=C1 (6′-(hydrazono(pyrimidin-4-yl)methyl)-8′-methyl-2′H-spiro[cyclohexane-1,3′-imidazo[1,5-a]pyridine]-1′,5′-dione). RXN SMILES: [CH3:1][C:2]1[CH:7]=[C:6]([C:8]([C:10]2[CH:15]=[CH:14][N:13]=[CH:12][N:11]=2)=O)[C:5](=[O:16])[N:4]2[C:17]3([CH2:25][CH2:24][CH2:23][CH2:22][CH2:21]3)[NH:18][C:19](=[O:20])[C:3]=12.O.[NH2:27][NH2:28]>C(O)C.C(O)(=O)C.O>[N:27](=[C:8]([C:10]1[CH:15]=[CH:14][N:13]=[CH:12][N:11]=1)[C:6]1[C:5](=[O:16])[N:4]2[C:17]3([CH2:25][CH2:24][CH2:23][CH2:22][CH2:21]3)[NH:18][C:19](=[O:20])[C:3]2=[C:2]([CH3:1])[CH:7]=1)[NH2:28] |f:1.2|. Procedure details: To a solution of 8′-methyl-6′-(pyrimidine-4-carbonyl)-2′H-spiro[cyclohexane-1,3′-imidazo[1,5-a]pyridine]-1′,5′-dione (3, 0.7 g, 2.07 mmol) in ethanol (4 mL), acetic acid (4 mL) and water (4 mL) is added hydrazine hydrate (0.13 g, 4.14 mmol). The reaction is stirred at 80° C. overnight. The reaction is cooled to room temperature and concentrated. The crude is resuspended in dichloromethane and is washed with saturated aqueous sodium bicarbonate solution. The organic layer is dried over magnesium ... Product: O=C(c1ccccc1Cl)c1ncc(Cl)cc1NS(=O)(=O)c1ccc(Cl)c(Cl)c1. RXN SMILES: [Cl:18][c:19]1[cH:20][c:21]([S:26](=[O:27])(=[O:28])[Cl:29])[cH:22][cH:23][c:24]1[Cl:25].[NH2:1][c:2]1[c:3]([C:9](=[O:10])[c:11]2[c:12]([Cl:17])[cH:13][cH:14][cH:15][cH:16]2)[n:4][cH:5][c:6]([Cl:8])[cH:7]1.[cH:30]1[cH:31][cH:32][n:33][cH:34][cH:35]1>>[NH:1]([c:2]1[c:3]([C:9](=[O:10])[c:11]2[c:12]([Cl:17])[cH:13][cH:14][cH:15][cH:16]2)[n:4][cH:5][c:6]([Cl:8])[cH:7]1)[S:26]([c:21]1[cH:20][c:19]([Cl:18])[c:24]([Cl:25])[cH:23][cH:22]1)(=[O:27])=[O:28]. Reactants: O=S(=O)(Cl)c1ccc(Cl)c(Cl)c1, Nc1cc(Cl)cnc1C(=O)c1ccccc1Cl, c1ccncc1.